From a dataset of the Open Reaction Database (ORD), a public repository of structured organic reaction records. describe an organic reaction: reactants, conditions, products, and yield RXN SMILES: [CH3:15][c:16]1[cH:17][cH:18][c:19]([S:23][c:24]2[cH:25][cH:26][cH:27][cH:28][cH:29]2)[c:20]([NH2:22])[cH:21]1.[Cl:1][c:2]1[c:3]2[cH:4][cH:5][c:6]([CH2:12][CH2:13][CH3:14])[n:7][c:8]2[n:9][cH:10][cH:11]1>>[ClH:1].[c:2]1([NH:22][c:20]2[c:19]([S:23][c:24]3[cH:25][cH:26][cH:27][cH:28][cH:29]3)[cH:18][cH:17][c:16]([CH3:15])[cH:21]2)[c:3]2[cH:4][cH:5][c:6]([CH2:12][CH2:13][CH3:14])[n:7][c:8]2[n:9][cH:10][cH:11]1. Product: Cl, CCCc1ccc2c(Nc3cc(C)ccc3Sc3ccccc3)ccnc2n1. The reactants are Cc1ccc(Sc2ccccc2)c(N)c1, CCCc1ccc2c(Cl)ccnc2n1. The reactants are CCc1nc2ccc(C)nc2n1-c1ccc(CCO)cc1, C1CCOC1, CCOC(=O)N=NC(=O)OCC, c1ccc(P(c2ccccc2)c2ccccc2)cc1, [N-]=[N+]=NP(=O)(c1ccccc1)c1ccccc1. Product: CCc1nc2ccc(C)nc2n1-c1ccc(CCN=[N+]=[N-])cc1. Reaction SMILES: [CH2:1]([CH3:2])[c:3]1[n:4][c:5]2[c:6]([n:7][c:8]([CH3:11])[cH:9][cH:10]2)[n:12]1-[c:13]1[cH:14][cH:15][c:16]([CH2:19][CH2:20][OH:21])[cH:17][cH:18]1.[CH2:70]1[O:71][CH2:72][CH2:73][CH2:74]1.[O:22]=[C:23]([O:24][CH2:25][CH3:26])[N:27]=[N:28][C:29]([O:30][CH2:31][CH3:32])=[O:33].[c:34]1([P:35]([c:36]2[cH:37][cH:38][cH:39][cH:40][cH:41]2)[c:42]2[cH:43][cH:44][cH:45][cH:46][cH:47]2)[cH:48][cH:49][cH:50][cH:51][cH:52]1.[c:53]1([P:54]([c:55]2[cH:56][cH:57][cH:58][cH:59][cH:60]2)(=[O:61])[N:67]=[N+:68]=[N-:69])[cH:62][cH:63][cH:64][cH:65][cH:66]1>>[CH2:1]([CH3:2])[c:3]1[n:4][c:5]2[c:6]([n:7][c:8]([CH3:11])[cH:9][cH:10]2)[n:12]1-[c:13]1[cH:14][cH:15][c:16]([CH2:19][CH2:20][N:67]=[N+:68]=[N-:69])[cH:17][cH:18]1. Reactants: [Li+].CC(C)[N-]C(C)C (LDA), ester, C(=O)C=1C(=NC=CC1)NC(C(C)(C)C)=O (N-(3-Formyl-pyridin-2-yl)-2,2-dimethyl-propionamide). The solvent is C1CCOC1 (THF), C1CCOC1 (THF), Cl (HCl). Run at temperature -78 celsius, time 30 minute. The product is C1(CC1)C=1C(=NC2=NC=CC=C2C1)O (3-Cyclopropyl-[1,8]naphthyridin-2-ol). As a reaction SMILES: [Li+].[CH3:2][CH:3]([N-]C(C)C)C.C([C:11]1[C:12]([NH:17][C:18](=[O:23])[C:19]([CH3:22])([CH3:21])C)=[N:13][CH:14]=[CH:15][CH:16]=1)=O>C1COCC1.Cl>[CH:22]1([C:19]2[C:18]([OH:23])=[N:17][C:12]3[C:11]([CH:21]=2)=[CH:16][CH:15]=[CH:14][N:13]=3)[CH2:3][CH2:2]1 |f:0.1|. Procedure details: To a cooled solution (−78° C.) of LDA (2.0 M, 251 mmol) in 600 mL THF was added ester 4-3 (prepared from cyclopropylacetic acid and methanolic HCl solution, 15 g, 131 mmol) gradually over 30 min. The reaction mixture was stirred for 30 min at −78° C. Aldehyde 4-2 (22.5 g, 109 mmol) in 40 mL THF was added. The reaction mixture was stirred at −78° C. for 1 hr, then was warmed up to room temperature over 1 hr and quenched with 200 mL NH4Cl (sat.). The mixture was extracted with ethyl acetate (×3). ...